describe an organic reaction: reactants, conditions, products, and yield From a dataset of the Open Reaction Database (ORD), a public repository of structured organic reaction records. The reactants are O.CCOC(=O)C (H2O EtOAc), BrC1=CC2=C(C(=NO2)N)C=C1 (6-bromobenzo[d]isoxazol-3-amine), CC1(OB(OC1(C)C)C1=CC=C(C=C1)C1=CN=C(N1)[C@H]1N(CCC1)C(=O)OC(C)(C)C)C ((S)-tert-butyl 2-(5-(4-(4,4,5,5-tetramethyl-1,3,2-dioxaborolan-2-yl)phenyl)-1H-imidazol-2-yl)pyrrolidine-1-carboxylate), C(=O)(O)[O-].[Na+] (NaHCO3). Reagents/catalysts: C=1C=CC(=CC1)[P](C=2C=CC=CC2)(C=3C=CC=CC3)[Pd]([P](C=4C=CC=CC4)(C=5C=CC=CC5)C=6C=CC=CC6)([P](C=7C=CC=CC7)(C=8C=CC=CC8)C=9C=CC=CC9)[P](C=1C=CC=CC1)(C=1C=CC=CC1)C=1C=CC=CC1 (Pd(Ph3P)4), C=1C=CC(=CC1)[P](C=2C=CC=CC2)(C=3C=CC=CC3)[Pd]([P](C=4C=CC=CC4)(C=5C=CC=CC5)C=6C=CC=CC6)([P](C=7C=CC=CC7)(C=8C=CC=CC8)C=9C=CC=CC9)[P](C=1C=CC=CC1)(C=1C=CC=CC1)C=1C=CC=CC1 (Pd(Ph3P)4). The solvent is COCCOC (DME). Conditions: temperature 70 celsius, time 12 hour. Yields the product NC1=NOC2=C1C=CC(=C2)C2=CC=C(C=C2)C2=CN=C(N2)[C@H]2N(CCC2)C(=O)OC(C)(C)C ((S)-tert-Butyl 2-(5-(4-(3-aminobenzo[d] isoxazol-6-yl)phenyl)-1H-imidazol-2-yl)pyrrolidine-1-carboxylate). Yield: 26.8%. Reaction SMILES: Br[C:2]1[CH:11]=[CH:10][C:5]2[C:6]([NH2:9])=[N:7][O:8][C:4]=2[CH:3]=1.CC1(C)C(C)(C)OB([C:20]2[CH:25]=[CH:24][C:23]([C:26]3[NH:30][C:29]([C@@H:31]4[CH2:35][CH2:34][CH2:33][N:32]4[C:36]([O:38][C:39]([CH3:42])([CH3:41])[CH3:40])=[O:37])=[N:28][CH:27]=3)=[CH:22][CH:21]=2)O1.C([O-])(O)=O.[Na+].O.CCOC(C)=O>COCCOC.C1C=CC([P]([Pd]([P](C2C=CC=CC=2)(C2C=CC=CC=2)C2C=CC=CC=2)([P](C2C=CC=CC=2)(C2C=CC=CC=2)C2C=CC=CC=2)[P](C2C=CC=CC=2)(C2C=CC=CC=2)C2C=CC=CC=2)(C2C=CC=CC=2)C2C=CC=CC=2)=CC=1>[NH2:9][C:6]1[C:5]2[CH:10]=[CH:11][C:2]([C:20]3[CH:21]=[CH:22][C:23]([C:26]4[NH:30][C:29]([C@@H:31]5[CH2:35][CH2:34][CH2:33][N:32]5[C:36]([O:38][C:39]([CH3:42])([CH3:41])[CH3:40])=[O:37])=[N:28][CH:27]=4)=[CH:24][CH:25]=3)=[CH:3][C:4]=2[O:8][N:7]=1 |f:2.3,4.5,^1:65,67,86,105|. Procedure: A mixture of 6-bromobenzo[d]isoxazol-3-amine (1.78 g, 8.36 mmol), (S)-tert-butyl 2-(5-(4-(4,4,5,5-tetramethyl-1,3,2-dioxaborolan-2-yl)phenyl)-1H-imidazol-2-yl)pyrrolidine-1-carboxylate (3.95 g, 8.99 mmol), Pd(Ph3P)4 (0.42 g, 0.364 mmol) and NaHCO3 (1.93 g, 23.0 mmol) was suspended in DME (60 mL) and H2O (20 mL) and the solution was degassed by evacuating and back-filling with N2 (repeated 5 times). The mixture was then heated at 70° C. overnight. LCMS indicated the reaction to be incomplete. A f... Reactants: CC(C)C1=CC(=C(C(=C1)C(C)C)C2=C(C=CC=C2)P(C3CCCCC3)C4CCCCC4)C(C)C (XPhos), C([O-])([O-])=O.[K+].[K+] (potassium carbonate), ClC1=C(C(=NC2=CC(=CC=C12)F)C1=NC=CC=C1)C (4-chloro-7-fluoro-3-methyl-2-(pyridin-2-yl)quinoline), NC=1C=C(C=C(C1)N1CCOCC1)NC(C)=O (N-(3-amino-5-morpholinophenyl)acetamide). The reagents and catalysts are C(C)(=O)[O-].[Pd+2].C(C)(=O)[O-] (palladium (II) acetate). The solvent is C(C)(C)(C)O (tert-butanol). The product is FC1=CC=C2C(=C(C(=NC2=C1)C1=NC=CC=C1)C)NC=1C=C(C=C(C1)N1CCOCC1)NC(C)=O (N-(3-((7-fluoro-3-methyl-2-(2-pyridinyl)-4-quinolinyl)amino)-5-(4-morpholinyl)phenyl)acetamide). Reaction SMILES: CC(C1C=C(C(C)C)C(C2C=CC=CC=2P(C2CCCCC2)C2CCCCC2)=C(C(C)C)C=1)C.Cl[C:36]1[C:45]2[C:40](=[CH:41][C:42]([F:46])=[CH:43][CH:44]=2)[N:39]=[C:38]([C:47]2[CH:52]=[CH:51][CH:50]=[CH:49][N:48]=2)[C:37]=1[CH3:53].[NH2:54][C:55]1[CH:56]=[C:57]([NH:67][C:68](=[O:70])[CH3:69])[CH:58]=[C:59]([N:61]2[CH2:66][CH2:65][O:64][CH2:63][CH2:62]2)[CH:60]=1.C(=O)([O-])[O-].[K+].[K+]>C([O-])(=O)C.[Pd+2].C([O-])(=O)C.C(O)(C)(C)C>[F:46][C:42]1[CH:41]=[C:40]2[C:45]([C:36]([NH:54][C:55]3[CH:56]=[C:57]([NH:67][C:68](=[O:70])[CH3:69])[CH:58]=[C:59]([N:61]4[CH2:66][CH2:65][O:64][CH2:63][CH2:62]4)[CH:60]=3)=[C:37]([CH3:53])[C:38]([C:47]3[CH:52]=[CH:51][CH:50]=[CH:49][N:48]=3)=[N:39]2)=[CH:44][CH:43]=1 |f:3.4.5,6.7.8|. Procedure: Prepared according to Procedure X using palladium (II) acetate (2.1 mg, 9.17 μmol), XPhos (0.013 g, 0.028 mmol), 4-chloro-7-fluoro-3-methyl-2-(pyridin-2-yl)quinoline (0.050 g, 0.183 mmol), N-(3-amino-5-morpholinophenyl)acetamide (0.043 g, 0.183 mmol), potassium carbonate (0.063 g, 0.458 mmol), and tert-butanol (0.5 mL). Purification by column chromatography (silica; 0-5% methanol in DCM) afforded N-(3-((7-fluoro-3-methyl-2-(2-pyridinyl)-4-quinolinyl)amino)-5-(4-morpholinyl)phenyl)acetamide as a ... Starting materials: Br[Mg]c1ccccc1, O=C(C=Cc1ccccc1)C=Cc1ccccc1, O=C(C=Cc1ccccc1)C=Cc1ccccc1, O=C(C=Cc1ccccc1)C=Cc1ccccc1, CCCn1nc(-c2ccc(OC)cc2)c2cccc(Cl)c21, Cl, C1COCCO1, [Pd], [Pd]. Product: CCCn1nc(-c2ccc(OC)cc2)c2cccc(-c3ccccc3)c21. As a reaction SMILES: [Br:22][Mg:23][c:24]1[cH:25][cH:26][cH:27][cH:28][cH:29]1.[CH:39](=[CH:40][C:41]([CH:42]=[CH:43][c:44]1[cH:45][cH:46][cH:47][cH:48][cH:49]1)=[O:50])[c:51]1[cH:52][cH:53][cH:54][cH:55][cH:56]1.[CH:57](=[CH:58][C:59]([CH:60]=[CH:61][c:62]1[cH:63][cH:64][cH:65][cH:66][cH:67]1)=[O:68])[c:69]1[cH:70][cH:71][cH:72][cH:73][cH:74]1.[CH:75](=[CH:76][C:77]([CH:78]=[CH:79][c:80]1[cH:81][cH:82][cH:83][cH:84][cH:85]1)=[O:86])[c:87]1[cH:88][cH:89][cH:90][cH:91][cH:92]1.[Cl:1][c:2]1[cH:3][cH:4][cH:5][c:6]2[c:7](-[c:14]3[cH:15][cH:16][c:17]([O:20][CH3:21])[cH:18][cH:19]3)[n:8][n:9]([CH2:11][CH2:12][CH3:13])[c:10]12.[ClH:30].[O:31]1[CH2:32][CH2:33][O:34][CH2:35][CH2:36]1.[Pd:37].[Pd:38]>>[c:2]1(-[c:24]2[cH:25][cH:26][cH:27][cH:28][cH:29]2)[cH:3][cH:4][cH:5][c:6]2[c:7](-[c:14]3[cH:15][cH:16][c:17]([O:20][CH3:21])[cH:18][cH:19]3)[n:8][n:9]([CH2:11][CH2:12][CH3:13])[c:10]12. Starting materials: ClCCl, [Li]C, CCOCC, COc1ccc2c(c1)C13CCN(C)C(C2)C1(OC)C=CC(=O)C3, I[Cu]I. Product: COc1ccc2c(c1)C13CCN(C)C(C2)C1(OC)C(C)CC(=O)C3. Reaction SMILES: [CH2:31]([Cl:32])[Cl:33].[CH3:1][Li:2].[CH3:26][CH2:27][O:28][CH2:29][CH3:30].[CH3:3][O:4][c:5]1[cH:6][cH:7][c:8]2[c:17]([cH:18]1)[C:16]13[C:11]([O:24][CH3:25])([CH:10]([CH2:9]2)[N:21]([CH3:22])[CH2:20][CH2:19]1)[CH:12]=[CH:13][C:14](=[O:23])[CH2:15]3.[Cu:34]([I:35])[I:36]>>[CH3:1][CH:12]1[C:11]2([O:24][CH3:25])[CH:10]3[CH2:9][c:8]4[cH:7][cH:6][c:5]([O:4][CH3:3])[cH:18][c:17]4[C:16]2([CH2:15][C:14](=[O:23])[CH2:13]1)[CH2:19][CH2:20][N:21]3[CH3:22]. Reactants: OCCCBr, CC(Br)C(=O)Br, O=C([O-])[O-], Cc1ccccc1, [Na+], [Na+]. The product is CC(Br)C(=O)OCCCBr. RXN SMILES: [Br:1][CH2:2][CH2:3][CH2:4][OH:5].[Br:6][CH:7]([C:8](=[O:9])[Br:10])[CH3:11].[C:12](=[O:13])([O-:14])[O-:15].[CH3:18][c:19]1[cH:20][cH:21][cH:22][cH:23][cH:24]1.[Na+:16].[Na+:17]>>[Br:1][CH2:2][CH2:3][CH2:4][O:5][C:8]([CH:7]([Br:6])[CH3:11])=[O:9]. The reactants are C(C)(C)(C)OC(COC1=C(C=C(C=C1)Cl)C#C)=O (tert-butyl(4-chloro-2-ethynylphenoxy)acetate), C(C)(C)(C)OC(COC1=C(C=C(C=C1)Cl)C#C)=O (tert-butyl(4-chloro-2-ethynylphenoxy)acetate), BrC=1C=C(C=NC1)NS(=O)(=O)C (N-(5-bromopyridin-3-yl)methanesulfonamide). The product is ClC1=CC(=C(OCC(=O)O)C=C1)C#CC=1C=NC=C(C1)NS(=O)(=O)C ([4-chloro-2-({5-[(methylsulfonyl)amino]pyridin-3-yl}ethynyl)phenoxy]acetic acid). Reaction SMILES: C([O:5][C:6](=[O:18])[CH2:7][O:8][C:9]1[CH:14]=[CH:13][C:12]([Cl:15])=[CH:11][C:10]=1[C:16]#[CH:17])(C)(C)C.Br[C:20]1[CH:21]=[C:22]([NH:26][S:27]([CH3:30])(=[O:29])=[O:28])[CH:23]=[N:24][CH:25]=1>>[Cl:15][C:12]1[CH:13]=[CH:14][C:9]([O:8][CH2:7][C:6]([OH:5])=[O:18])=[C:10]([C:16]#[C:17][C:20]2[CH:25]=[N:24][CH:23]=[C:22]([NH:26][S:27]([CH3:30])(=[O:29])=[O:28])[CH:21]=2)[CH:11]=1. Procedure: Following the general method as outlined in Example 35, starting from tert-butyl(4-chloro-2-ethynyl phenoxy)acetate (Intermediate 3) and N-(5-bromopyridin-3-yl)methanesulfonamide (prepared according to the method described in WO2008141065), the title compound was obtained as a beige solid after purification.